From a dataset of the Open Reaction Database (ORD), a public repository of structured organic reaction records. describe an organic reaction: reactants, conditions, products, and yield The reactants are ClC=1C=CC=2N=CN=C(C2N1)OC1CCN(CC1)C (6-chloro-4-(1-methylpiperidin-4-yloxy)pyrido[3,2-d]pyrimidine), ClC=1C=CC=2N=CN=C(C2N1)OC1CCN(CC1)C (6-chloro-4-(1-methylpiperidin-4-yloxy)pyrido[3,2-d]pyrimidine), CC1(OB(OC1(C)C)C=1C=C(C=NC1)NS(=O)(=O)C1=CC=CC=C1)C (N-(5-(4,4,5,5-tetramethyl-1,3,2-dioxaborolan-2-yl)pyridin-3-yl)benzenesulfonamide), CC1(OB(OC1(C)C)C=1C=C(C=NC1)NS(=O)(=O)C1=CC=CC=C1)C (N-(5-(4,4,5,5-tetramethyl-1,3,2-dioxaborolan-2-yl)pyridin-3-yl)benzenesulfonamide), PdCl2(dppf)-CH2Cl2Adduct, C([O-])(O)=O.[Na+] (sodium bicarbonate). Run in O1CCOCC1 (dioxane). The product is CN1CCC(CC1)OC=1C2=C(N=CN1)C=CC(=N2)C=2C=C(C=NC2)NS(=O)(=O)C2=CC=CC=C2 (N-(5-(4-(1-methylpiperidin-4-yloxy)pyrido[3,2-d]pyrimidin-6-yl)pyridin-3-yl)benzenesulfonamide). The yield is 14.3%. Reaction SMILES: Cl[C:2]1[CH:3]=[CH:4][C:5]2[N:6]=[CH:7][N:8]=[C:9]([O:12][CH:13]3[CH2:18][CH2:17][N:16]([CH3:19])[CH2:15][CH2:14]3)[C:10]=2[N:11]=1.CC1(C)C(C)(C)OB([C:28]2[CH:29]=[C:30]([NH:34][S:35]([C:38]3[CH:43]=[CH:42][CH:41]=[CH:40][CH:39]=3)(=[O:37])=[O:36])[CH:31]=[N:32][CH:33]=2)O1.C(=O)(O)[O-].[Na+]>O1CCOCC1>[CH3:19][N:16]1[CH2:17][CH2:18][CH:13]([O:12][C:9]2[C:10]3[N:11]=[C:2]([C:28]4[CH:29]=[C:30]([NH:34][S:35]([C:38]5[CH:39]=[CH:40][CH:41]=[CH:42][CH:43]=5)(=[O:36])=[O:37])[CH:31]=[N:32][CH:33]=4)[CH:3]=[CH:4][C:5]=3[N:6]=[CH:7][N:8]=2)[CH2:14][CH2:15]1 |f:2.3|. Procedure details: A mixture of 6-chloro-4-(1-methylpiperidin-4-yloxy)pyrido[3,2-d]pyrimidine (Intermediate 6) (0.074 g, 0.265 mmol), N-(5-(4,4,5,5-tetramethyl-1,3,2-dioxaborolan-2-yl)pyridin-3-yl)benzene sulfonamide (Intermediate 2) (0.143 g, 0.398 mmol), PdCl2(dppf)-CH2Cl2Adduct (43.4 mg, 53.0 μmol) and 1N aq. sodium bicarbonate (0.531 ml, 0.531 mmol) in dioxane (1.06 ml) was refluxed for 3 hours. After cooling to room temperature, the reaction mixture was filtered through a Celite pad and washed with CH2Cl2. Th... The product is C(C1=CC=CC=C1)(=O)NC(C(C(F)(F)F)O)CC1=CC=CC=C1 ((2RS,3RS)-3-Benzoylamino-2-hydroxy-4-phenyl-1,1,1-trifluorobutane). Starting materials: [BH4-].[Na+] (Sodium borohydride), C(C1=CC=CC=C1)(=O)NC(C(C(F)(F)F)=O)CC1=CC=CC=C1 ((3RS)-3-benzoylamino-2-oxo-4-phenyl-1,1,1-trifluorobutane), Cl (hydrochloric acid). RXN SMILES: [BH4-].[Na+].[C:3]([NH:11][CH:12]([CH2:19][C:20]1[CH:25]=[CH:24][CH:23]=[CH:22][CH:21]=1)[C:13](=[O:18])[C:14]([F:17])([F:16])[F:15])(=[O:10])[C:4]1[CH:9]=[CH:8][CH:7]=[CH:6][CH:5]=1.Cl>C(O)C>[C:3]([NH:11][CH:12]([CH2:19][C:20]1[CH:25]=[CH:24][CH:23]=[CH:22][CH:21]=1)[CH:13]([OH:18])[C:14]([F:15])([F:17])[F:16])(=[O:10])[C:4]1[CH:5]=[CH:6][CH:7]=[CH:8][CH:9]=1 |f:0.1|. Run in C(C)O (ethanol). Reported procedure: Sodium borohydride (0.37 g) is added to a solution of (3RS)-3-benzoylamino-2-oxo-4-phenyl-1,1,1-trifluorobutane (3.12 g, Reference compound No. 30-1) in ethanol (25 ml), and the mixture is stirred at 35° C. for four hours. The reaction mixture is cooled with ice, 6 N hydrochloric acid is added to the mixture, and the whole is extracted with ethyl acetate. The extract is washed with water, a saturated aqueous sodium hydrogencarbonate solution and saturated brine successively and dried over anhydr... The reactants are Cl, ClCCl, Cc1nc(C(=O)N2CCCCC2Cc2cc3ncccc3o2)c(-c2ccc(F)cc2)s1. The product is Cc1nc(C(=O)N2CCCCC2Cc2oc3cccnc3c2Cl)c(-c2ccc(F)cc2)s1. As a reaction SMILES: [Cl:1].[Cl:33][CH2:34][Cl:35].[F:2][c:3]1[cH:4][cH:5][c:6](-[c:9]2[c:10]([C:15](=[O:16])[N:17]3[CH:18]([CH2:23][c:24]4[cH:25][c:26]5[n:27][cH:28][cH:29][cH:30][c:31]5[o:32]4)[CH2:19][CH2:20][CH2:21][CH2:22]3)[n:11][c:12]([CH3:14])[s:13]2)[cH:7][cH:8]1>>[F:2][c:3]1[cH:4][cH:5][c:6](-[c:9]2[c:10]([C:15](=[O:16])[N:17]3[CH:18]([CH2:23][c:24]4[c:25]([Cl:33])[c:26]5[n:27][cH:28][cH:29][cH:30][c:31]5[o:32]4)[CH2:19][CH2:20][CH2:21][CH2:22]3)[n:11][c:12]([CH3:14])[s:13]2)[cH:7][cH:8]1. Reactants: [SiH4] (silane), NCCNCCC[Si](OC)(OC)OC (N-2-amino-ethyl-3-aminopropyltrimethoxysilane), C(C1=CC=CC=C1)Cl (benzyl chloride). Reagents/catalysts: [Cu] (copper). The product is Cl.C(C1=CC=CC=C1)N(CCC[Si](OC)(OC)OC)CCN (3-(N-Benzyl-2-aminoethylamino)-propyltrimethoxysilane hydrochloride). RXN SMILES: [SiH4].[NH2:2][CH2:3][CH2:4][NH:5][CH2:6][CH2:7][CH2:8][Si:9]([O:14][CH3:15])([O:12][CH3:13])[O:10][CH3:11].[CH2:16]([Cl:23])[C:17]1[CH:22]=[CH:21][CH:20]=[CH:19][CH:18]=1>[Cu]>[ClH:23].[CH2:16]([N:5]([CH2:4][CH2:3][NH2:2])[CH2:6][CH2:7][CH2:8][Si:9]([O:14][CH3:15])([O:10][CH3:11])[O:12][CH3:13])[C:17]1[CH:22]=[CH:21][CH:20]=[CH:19][CH:18]=1 |f:4.5|. Reported procedure: Example 1 was repeated except that the copper foil was pretreated with a silane solution prepared as follows. 8.8 g. of N-2-amino-ethyl-3-aminopropyltrimethoxysilane (a product of Petrarch Systems, Inc.) and 5.0 g. of benzyl chloride were charged in a reaction vessel to produce 3-(N-Benzyl-2-aminoethylamino)-propyltrimethoxysilane hydrochloride. A 1% solution of this silane in methanol was prepared, the copper foil dipped therein for 30 minutes followed by air drying and a 5-minute bake at 105° ... The reactants are [H-], [Na+], C1CCOC1, Cc1onc(C(C)(O)c2ccccc2)c1NC(=O)CCl. Yields the product Cc1onc2c1NC(=O)COC2(C)c1ccccc1. RXN SMILES: [H-:21].[Na+:22].[O:23]1[CH2:24][CH2:25][CH2:26][CH2:27]1.[c:1]1([C:7]([CH3:8])([OH:9])[c:10]2[n:11][o:12][c:13]([CH3:20])[c:14]2[NH:15][C:16]([CH2:17][Cl:18])=[O:19])[cH:2][cH:3][cH:4][cH:5][cH:6]1>>[c:1]1([C:7]2([CH3:8])[O:9][CH2:17][C:16](=[O:19])[NH:15][c:14]3[c:10]2[n:11][o:12][c:13]3[CH3:20])[cH:2][cH:3][cH:4][cH:5][cH:6]1. Reactants: ClC1=NC=C(C=C1)C(F)(F)F (2-Chloro-5-trifluoromethylpyridine), C(C)OC(CC1=C(N=C(S1)S)C)=O (5-(2-ethoxy-2-oxoethyl)-2-mercapto-4-methyl-1,3-thiazole), C(=O)([O-])[O-].[K+].[K+] (K2CO3). Solvent: CC(=O)C (acetone). Conditions: temperature 65 celsius. Product: C(C)OC(CC1=C(N=C(S1)SC1=NC=C(C=C1)C(F)(F)F)C)=O (2-((5-(2-Ethoxy-2-oxoethyl)-4-methyl-2-thiazolyl)thio)-5-trifluoromethylpyridine). The yield is 57.0%. As a reaction SMILES: Cl[C:2]1[CH:7]=[CH:6][C:5]([C:8]([F:11])([F:10])[F:9])=[CH:4][N:3]=1.[CH2:12]([O:14][C:15](=[O:24])[CH2:16][C:17]1[S:21][C:20]([SH:22])=[N:19][C:18]=1[CH3:23])[CH3:13].C([O-])([O-])=O.[K+].[K+]>CC(C)=O>[CH2:12]([O:14][C:15](=[O:24])[CH2:16][C:17]1[S:21][C:20]([S:22][C:2]2[CH:7]=[CH:6][C:5]([C:8]([F:11])([F:10])[F:9])=[CH:4][N:3]=2)=[N:19][C:18]=1[CH3:23])[CH3:13] |f:2.3.4|. Procedure details: 2-Chloro-5-trifluoromethylpyridine (Ishihara Corporation, 600 Montgomery St., San Francisco, Calif. 94111) (0.5 g, 2.8 mmol) and 5-(2-ethoxy-2-oxoethyl)-2-mercapto-4-methyl-1,3-thiazole (K. Fleishmann, K. H. Scheunemann, H. U. Schortemmer, G. Dickneite, J. Blumbad, G. F. Fischer, W. Durckheimer, and H. H. Sedlacek, Arzneim-Forsch./Drug Res., 1989, 39(II), 743) (0.6 g, 2.8 mmol) were dissolved in acetone (15 ml) under a reaction inert atmosphere. Freshly ground K2CO3 (0.42 g, 3.0 mmol) was added ... The reactants are C(C)(=O)OC(C)=O (acetic anhydride), C(C)(=O)OC(C)=O (acetic anhydride), CC(CCC=NO)=CCCC(C=C)C (4,8-dimethyl-4,9-decadienal oxime), oxime. Product: CC(CCC#N)=CCCC(C=C)C (4,8-dimethyl-4,9-decadienenitrile). As a reaction SMILES: C(OC(=O)C)(=O)C.[CH3:8][C:9](=[CH:15][CH2:16][CH2:17][CH:18]([CH3:21])[CH:19]=[CH2:20])[CH2:10][CH2:11][CH:12]=[N:13]O>>[CH3:8][C:9](=[CH:15][CH2:16][CH2:17][CH:18]([CH3:21])[CH:19]=[CH2:20])[CH2:10][CH2:11][C:12]#[N:13]. Reported procedure: The acetic anhydride method includes a step of dehydrating 4,8-dimethyl-4,9-decadienal oxime (an oxime intermediate) by heating in the presence of acetic anhydride to yield 4,8-dimethyl-4,9-decadienenitrile. The reactants are BrC=1C=CC2=C(OCCC3=C2SC(=C3)C(=O)N(C)C3=C(C=CC=C3)Cl)C1 (8-bromo-N-(2-chlorophenyl)-N-methyl-4,5-dihydrobenzo[b]thieno[2,3-d]oxepine-2-carboxamide), C(#N)C=1C=C(C=CC1)B(O)O (3-cyanophenylboronic acid). Yields the product ClC1=C(C=CC=C1)N(C(=O)C1=CC2=C(C3=C(OCC2)C=C(C=C3)C3=CC(=CC=C3)C#N)S1)C (N-(2-chlorophenyl)-8-(3-cyanophenyl)-N-methyl-4,5-dihydrobenzo[b]thieno[2,3-d]oxepine-2-carboxamide). RXN SMILES: Br[C:2]1[CH:3]=[CH:4][C:5]2[C:11]3[S:12][C:13]([C:15]([N:17]([C:19]4[CH:24]=[CH:23][CH:22]=[CH:21][C:20]=4[Cl:25])[CH3:18])=[O:16])=[CH:14][C:10]=3[CH2:9][CH2:8][O:7][C:6]=2[CH:26]=1.[C:27]([C:29]1[CH:30]=[C:31](B(O)O)[CH:32]=[CH:33][CH:34]=1)#[N:28]>>[Cl:25][C:20]1[CH:21]=[CH:22][CH:23]=[CH:24][C:19]=1[N:17]([CH3:18])[C:15]([C:13]1[S:12][C:11]2[C:5]3[CH:4]=[CH:3][C:2]([C:33]4[CH:32]=[CH:31][CH:30]=[C:29]([C:27]#[N:28])[CH:34]=4)=[CH:26][C:6]=3[O:7][CH2:8][CH2:9][C:10]=2[CH:14]=1)=[O:16]. Procedure details: Following the procedure of Example 93, Suzuki coupling of 8-bromo-N-(2-chlorophenyl)-N-methyl-4,5-dihydrobenzo[b]thieno[2,3-d]oxepine-2-carboxamide 150 and 3-cyanophenylboronic acid gave 199. MS: (ESI+) 471.1 Reactants: CN(C)C=O, O=C(Nc1nc2c(ncn2C2OC(CO)C(O)C2O)c(=O)s1)OCc1ccccc1. Product: Nc1nc2c(ncn2C2OC(CO)C(O)C2O)c(=O)s1. RXN SMILES: [O:31]=[CH:32][N:33]([CH3:34])[CH3:35].[c:1]1([CH2:2][O:3][C:4](=[O:5])[NH:10][c:11]2[s:12][c:13](=[O:29])[c:14]3[c:15]([n:16]2)[n:17]([CH:20]2[CH:21]([OH:22])[CH:23]([OH:24])[CH:25]([CH2:27][OH:28])[O:26]2)[cH:18][n:19]3)[cH:6][cH:7][cH:8][cH:9][cH:30]1>>[NH2:10][c:11]1[s:12][c:13](=[O:29])[c:14]2[c:15]([n:16]1)[n:17]([CH:20]1[CH:21]([OH:22])[CH:23]([OH:24])[CH:25]([CH2:27][OH:28])[O:26]1)[cH:18][n:19]2. Reactants: BrC=1C=C(CN2C(=NC3=C2C=CC(=C3)OCC3=NC2=CC=CC=C2C=C3)CC3(CCCC3)C(=O)OC)C=CC1 (methyl 1-{[1-(3-bromobenzyl)-5-(quinolin-2-ylmethoxy)-1H-benzimidazol-2-yl]methyl}cyclopentanecarboxylate), C(#N)[Cu] (CuCN), N1=CC=CC=C1 (pyridine). Reaction SMILES: Br[C:2]1[CH:3]=[C:4]([CH:37]=[CH:38][CH:39]=1)[CH2:5][N:6]1[C:10]2[CH:11]=[CH:12][C:13]([O:15][CH2:16][C:17]3[CH:26]=[CH:25][C:24]4[C:19](=[CH:20][CH:21]=[CH:22][CH:23]=4)[N:18]=3)=[CH:14][C:9]=2[N:8]=[C:7]1[CH2:27][C:28]1([C:33]([O:35][CH3:36])=[O:34])[CH2:32][CH2:31][CH2:30][CH2:29]1.[C:40]([Cu])#[N:41].N1C=CC=CC=1>CC(N(C)C)=O>[C:40]([C:2]1[CH:3]=[C:4]([CH:37]=[CH:38][CH:39]=1)[CH2:5][N:6]1[C:10]2[CH:11]=[CH:12][C:13]([O:15][CH2:16][C:17]3[CH:26]=[CH:25][C:24]4[C:19](=[CH:20][CH:21]=[CH:22][CH:23]=4)[N:18]=3)=[CH:14][C:9]=2[N:8]=[C:7]1[CH2:27][C:28]1([C:33]([O:35][CH3:36])=[O:34])[CH2:29][CH2:30][CH2:31][CH2:32]1)#[N:41]. Reported procedure: To a 5 mL microwave vial were added methyl 1-{[1-(3-bromobenzyl)-5-(quinolin-2-ylmethoxy)-1H-benzimidazol-2-yl]methyl}cyclopentanecarboxylate (94 mg, 0.16 mmol), CuCN (31 mg, 0.34 mmol), pyridine (0.5 mL) and DMA (1.5 mL). The vial was flushed with N2, then capped and irradiated in the microwave at 200° C. for 4 h. The resulting mixture was cooled to RT, poured into water (10 mL) and extracted with EtOAc. The organics were concentrated to dryness and the resulting residue was purified by FCC to ... Solvent: CC(=O)N(C)C (DMA). Isolated yield 47.1%. Product: C(#N)C=1C=C(CN2C(=NC3=C2C=CC(=C3)OCC3=NC2=CC=CC=C2C=C3)CC3(CCCC3)C(=O)OC)C=CC1 (Methyl 1-((1-(3-cyanobenzyl)-5-(quinolin-2-ylmethoxy)-1H-benzo[d]imidazol-2-yl)methyl)cyclopentanecarboxylate).